This data is from the Open Reaction Database (ORD), a public repository of structured organic reaction records. The task is: describe an organic reaction: reactants, conditions, products, and yield Reactants: CC(C)(C)OC(=O)NC(CCOCc1ccccc1)C(=O)O, CCN1CCOCC1, CCOC(=O)N1CCNCC1, CCOC(C)=O, CN(C)C=O. The product is CCOC(=O)N1CCN(C(=O)C(CCOCc2ccccc2)NC(=O)OC(C)(C)C)CC1. Reaction SMILES: [CH2:1]([c:2]1[cH:3][cH:4][cH:5][cH:6][cH:7]1)[O:8][CH2:9][CH2:10][CH:11]([C:12](=[O:13])[OH:14])[NH:15][C:16](=[O:17])[O:18][C:19]([CH3:20])([CH3:21])[CH3:22].[CH2:23]([N:24]1[CH2:25][CH2:26][O:27][CH2:28][CH2:29]1)[CH3:30].[CH2:31]([CH3:32])[O:33][C:34](=[O:35])[N:36]1[CH2:37][CH2:38][NH:39][CH2:40][CH2:41]1.[CH3:47][CH2:48][O:49][C:50](=[O:51])[CH3:52].[O:42]=[CH:43][N:44]([CH3:45])[CH3:46]>>[CH2:1]([c:2]1[cH:3][cH:4][cH:5][cH:6][cH:7]1)[O:8][CH2:9][CH2:10][CH:11]([C:12](=[O:14])[N:39]1[CH2:38][CH2:37][N:36]([C:34]([O:33][CH2:31][CH3:32])=[O:35])[CH2:41][CH2:40]1)[NH:15][C:16](=[O:17])[O:18][C:19]([CH3:20])([CH3:21])[CH3:22]. Starting materials: COc1ccccc1Oc1c(NS(=O)(=O)c2ccc(C(C)(C)C)cc2)nc(N2CCOCC2)nc1OCCC(=O)O, ClCCl, CN(C)C=O, CC(C)c1ccccc1N, O, On1nnc2ccccc21. Product: COc1ccccc1Oc1c(NS(=O)(=O)c2ccc(C(C)(C)C)cc2)nc(N2CCOCC2)nc1OCCC(=O)Nc1ccccc1C(C)C. Reaction SMILES: [C:1]([CH3:2])([CH3:3])([CH3:4])[c:5]1[cH:6][cH:7][c:8]([S:11](=[O:12])(=[O:13])[NH:14][c:15]2[c:16]([O:33][c:34]3[c:35]([O:40][CH3:41])[cH:36][cH:37][cH:38][cH:39]3)[c:17]([O:27][CH2:28][CH2:29][C:30](=[O:31])[OH:32])[n:18][c:19]([N:21]3[CH2:22][CH2:23][O:24][CH2:25][CH2:26]3)[n:20]2)[cH:9][cH:10]1.[CH2:63]([Cl:64])[Cl:65].[CH3:66][N:67]([CH3:68])[CH:69]=[O:70].[CH:53]([CH3:54])([CH3:55])[c:56]1[c:57]([NH2:58])[cH:59][cH:60][cH:61][cH:62]1.[OH2:52].[OH:42][n:43]1[c:44]2[cH:45][cH:46][cH:47][cH:48][c:49]2[n:50][n:51]1>>[C:1]([CH3:2])([CH3:3])([CH3:4])[c:5]1[cH:6][cH:7][c:8]([S:11](=[O:12])(=[O:13])[NH:14][c:15]2[c:16]([O:33][c:34]3[c:35]([O:40][CH3:41])[cH:36][cH:37][cH:38][cH:39]3)[c:17]([O:27][CH2:28][CH2:29][C:30](=[O:31])[NH:58][c:57]3[c:56]([CH:53]([CH3:54])[CH3:55])[cH:62][cH:61][cH:60][cH:59]3)[n:18][c:19]([N:21]3[CH2:22][CH2:23][O:24][CH2:25][CH2:26]3)[n:20]2)[cH:9][cH:10]1. Reactants: [Cl-], [Cu+2], O=N[O-], CCOC(=O)c1csc(N)n1, [Na+], [Na+], O, O=S(=O)(O)O, O=S(=O)([O-])[O-]. Yields the product CCOC(=O)c1csc(Cl)n1. Reaction SMILES: [Cl-:18].[Cu+2:29].[N:19]([O-:20])=[O:21].[NH2:1][c:2]1[s:3][cH:4][c:5]([C:7](=[O:8])[O:9][CH2:10][CH3:11])[n:6]1.[Na+:17].[Na+:22].[OH2:23].[S:12](=[O:13])(=[O:14])([OH:15])[OH:16].[S:24]([O-:25])([O-:26])(=[O:27])=[O:28]>>[c:2]1([Cl:18])[s:3][cH:4][c:5]([C:7](=[O:8])[O:9][CH2:10][CH3:11])[n:6]1. Yields the product CSC(=S)N1CCN(Cc2cc(OC(C)=O)ccc2O)CC1. Reaction SMILES: [C:5]([CH3:6])(=[O:7])[O:8][c:9]1[cH:10][cH:11][c:12]([OH:15])[cH:13][cH:14]1.[CH3:26][CH2:27][OH:28].[CH:1]([Cl:2])([Cl:3])[Cl:4].[N:16]1([C:22](=[S:23])[S:24][CH3:25])[CH2:17][CH2:18][NH:19][CH2:20][CH2:21]1>>[CH2:1]([c:11]1[cH:10][c:9]([O:8][C:5]([CH3:6])=[O:7])[cH:14][cH:13][c:12]1[OH:15])[N:19]1[CH2:18][CH2:17][N:16]([C:22](=[S:23])[S:24][CH3:25])[CH2:21][CH2:20]1. The reactants are CC(=O)Oc1ccc(O)cc1, CCO, ClC(Cl)Cl, CSC(=S)N1CCNCC1. Starting materials: C(C)OC(C(C(C=1C=NC=NC1)=O)C(=O)C1CC1)=O (2-cyclopropanecarbonyl-3-oxo-3-pyrimidin-5-yl-propionic acid ethyl ester), Cl.NN (hydrazine.hydrochloride). Product: C(C)OC(=O)C=1C(=NNC1C1CC1)C=1C=NC=NC1 (5-Cyclopropyl-3-pyrimidin-5-yl-1H-pyrazole-4-carboxylic acid ethyl ester). Yield: 39.0%. RXN SMILES: [CH2:1]([O:3][C:4](=[O:19])[CH:5]([C:14]([CH:16]1[CH2:18][CH2:17]1)=O)[C:6](=O)[C:7]1[CH:8]=[N:9][CH:10]=[N:11][CH:12]=1)[CH3:2].Cl.[NH2:21][NH2:22]>>[CH2:1]([O:3][C:4]([C:5]1[C:6]([C:7]2[CH:8]=[N:9][CH:10]=[N:11][CH:12]=2)=[N:21][NH:22][C:14]=1[CH:16]1[CH2:18][CH2:17]1)=[O:19])[CH3:2] |f:1.2|. Reported procedure: In analogy to the procedure described in Example 162B], 2-cyclopropanecarbonyl-3-oxo-3-pyrimidin-5-yl-propionic acid ethyl ester and hydrazine.hydrochloride gave the title compound as white solid (39%). MS: 259.1 (MH+).